From a dataset of the Open Reaction Database (ORD), a public repository of structured organic reaction records. describe an organic reaction: reactants, conditions, products, and yield The reactants are CC(C)(C)OC(=O)N1CCC(O)(c2ccc(-c3ncccn3)cc2)CC1, CI, [H-], [Na+], CN(C)C=O. Product: COC1(c2ccc(-c3ncccn3)cc2)CCN(C(=O)OC(C)(C)C)CC1. As a reaction SMILES: [C:1]([CH3:2])([CH3:3])([CH3:4])[O:5][C:6](=[O:7])[N:8]1[CH2:9][CH2:10][C:11]([c:14]2[cH:15][cH:16][c:17](-[c:20]3[n:21][cH:22][cH:23][cH:24][n:25]3)[cH:18][cH:19]2)([OH:26])[CH2:12][CH2:13]1.[CH3:27][I:28].[H-:30].[Na+:29].[O:31]=[CH:32][N:33]([CH3:34])[CH3:35]>>[C:1]([CH3:2])([CH3:3])([CH3:4])[O:5][C:6](=[O:7])[N:8]1[CH2:9][CH2:10][C:11]([c:14]2[cH:15][cH:16][c:17](-[c:20]3[n:21][cH:22][cH:23][cH:24][n:25]3)[cH:18][cH:19]2)([O:26][CH3:27])[CH2:12][CH2:13]1. Reactants: C#CC1(COC(=O)c2ccccc2)OC(n2cc(C)c(=O)[nH]c2=O)CC1OS(C)(=O)=O, C1CCOC1, CO, CC(=O)OC(C)=O, CO, CN(C)c1ccncc1. Product: C#CC1(COC(=O)c2ccccc2)C=CC(n2cc(C)c(=O)[nH]c2=O)O1. As a reaction SMILES: [C:3]([c:4]1[cH:5][cH:6][cH:7][cH:8][cH:9]1)(=[O:10])[O:11][CH2:12][C:13]1([C:32]#[CH:33])[CH:14]([O:27][S:28]([CH3:29])(=[O:30])=[O:31])[CH2:15][CH:16]([n:18]2[c:19](=[O:20])[nH:21][c:22](=[O:23])[c:24]([CH3:25])[cH:26]2)[O:17]1.[CH2:41]1[O:42][CH2:43][CH2:44][CH2:45]1.[CH3:1][OH:2].[CH3:34][C:35]([O:36][C:37]([CH3:38])=[O:39])=[O:40].[CH3:46][OH:47].[CH3:48][N:49]([c:50]1[cH:51][cH:52][n:53][cH:54][cH:55]1)[CH3:56]>>[C:3]([c:4]1[cH:5][cH:6][cH:7][cH:8][cH:9]1)(=[O:10])[O:11][CH2:12][C:13]1([C:32]#[CH:33])[CH:14]=[CH:15][CH:16]([n:18]2[c:19](=[O:20])[nH:21][c:22](=[O:23])[c:24]([CH3:25])[cH:26]2)[O:17]1. Reactants: [Br-], Br, [Cu], O=N[O-], Cc1cc(N)cnc1CCCN, [NH4+], [Na+], [OH-], O. Yields the product Cc1cc(Br)cnc1CCCN. As a reaction SMILES: [Br-:13].[BrH:20].[Cu:22].[N:14]([O-:15])=[O:16].[NH2:1][c:2]1[cH:3][c:4]([CH3:12])[c:5]([CH2:8][CH2:9][CH2:10][NH2:11])[n:6][cH:7]1.[NH4+:18].[Na+:17].[OH-:19].[OH2:21]>>[c:2]1([Br:13])[cH:3][c:4]([CH3:12])[c:5]([CH2:8][CH2:9][CH2:10][NH2:11])[n:6][cH:7]1. Starting materials: O (H2O), C(C)(=O)SCC(C(=O)NCCC1=NN=NN1)C(F)(F)F (2-[(Acetylthio)methyl]-3,3,3-trifluoro-N-[2-(1 H-tetrazol-5-yl)ethyl]propanamide), Cl (HCl). The solvent is [NH4+].[OH-] (NH4OH). Reaction conditions: temperature 0 celsius, time 5 minute. Product: FC(C(C(=O)NCCC1=NN=NN1)CS)(F)F (3,3,3-Trifluoro-2-(mercaptomethyl)-N-[2-(1 H-tetrazol-5-yl)ethyl]propanamide). Isolated yield 65.0%. RXN SMILES: C([S:4][CH2:5][CH:6]([C:17]([F:20])([F:19])[F:18])[C:7]([NH:9][CH2:10][CH2:11][C:12]1[NH:16][N:15]=[N:14][N:13]=1)=[O:8])(=O)C.O.Cl>[NH4+].[OH-]>[F:19][C:17]([F:18])([F:20])[CH:6]([CH2:5][SH:4])[C:7]([NH:9][CH2:10][CH2:11][C:12]1[NH:16][N:15]=[N:14][N:13]=1)=[O:8] |f:3.4|. Procedure details: The title compound of Example 26 (1.0 g., 3.2 mmol.) was dissolved at 0° C. under argon in 2.5 mL of a 1:1 concentrated NH4OH:H2O solution. The reaction mixture was stirred at 0° C. for 5 minutes and then acidified with 5N HCl to pH 6 at 0° C. The product was extracted with ethyl acetate containing 5 percent methanol (3 x) (200 mL portions). The organic layer was washed with brine, dried over sodium sulfate and concentrated in vacuo. The residue was chromatographed through 50 g of Merck silica g... Reactants: CCN1CCc2[nH]c3ccccc3c2C1, CCO, C=Cc1ccncc1, [Na], O=C([O-])C(F)(F)F. Yields the product CCN1CCc2c(c3ccccc3n2-c2ccncc2)C1. RXN SMILES: [CH2:1]([CH3:2])[N:3]1[CH2:4][c:5]2[c:6]([nH:7][c:8]3[cH:9][cH:10][cH:11][cH:12][c:13]23)[CH2:14][CH2:15]1.[CH3:32][CH2:33][OH:34].[CH:16](=[CH2:17])[c:18]1[cH:19][cH:20][n:21][cH:22][cH:23]1.[Na:24].[O-:25][C:26]([C:27]([F:28])([F:29])[F:30])=[O:31]>>[CH2:1]([CH3:2])[N:3]1[CH2:4][c:5]2[c:6]([n:7](-[c:18]3[cH:19][cH:20][n:21][cH:22][cH:23]3)[c:8]3[cH:9][cH:10][cH:11][cH:12][c:13]23)[CH2:14][CH2:15]1. The reactants are BrC1=CC(=C(N)C=C1C(F)(F)F)N1C=NC=C1 (4-Bromo-2-(1H-imidazol-1-yl)-5-(trifluoromethyl)aniline), C1=CN(C=N1)C(=O)N2C=CN=C2 (N,N-carbonyldiimidazole). Solvent: C(C)(=O)OCC (ethyl acetate). Product: BrC1=C(C=C2NC(C=3N(C2=C1)C=CN3)=O)C(F)(F)F (8-bromo-7-(trifluoromethyl)imidazo[1,2-a]quinoxalin-4(5H)-one). The yield is 69.3%. As a reaction SMILES: [Br:1][C:2]1[C:8]([C:9]([F:12])([F:11])[F:10])=[CH:7][C:5]([NH2:6])=[C:4]([N:13]2[CH:17]=[CH:16][N:15]=[CH:14]2)[CH:3]=1.C1N=CN([C:23](N2C=NC=C2)=[O:24])C=1>C(OCC)(=O)C>[Br:1][C:2]1[CH:3]=[C:4]2[C:5]([NH:6][C:23](=[O:24])[C:14]3[N:13]2[CH:17]=[CH:16][N:15]=3)=[CH:7][C:8]=1[C:9]([F:12])([F:11])[F:10]. Procedure details: 4-Bromo-2-(1H-imidazol-1-yl)-5-(trifluoromethyl)aniline (12.65 g, 0.0413 mol) is stirred under nitrogen with N,N-carbonyldiimidazole (13.8 g, 0.0825 mol) at 135° C. for 7 hours. After being cooled down to room temperature, the mixture is filtered to yield a grey solid, which is suspended in ethyl acetate (500 mL) and stirred at reflux for 10 minutes. After filtration at room temperature, the solid is washed with ethyl acetated (200 mL) and dried under vacuum to afford the title compound as a gre...